Dataset: the Open Reaction Database (ORD), a public repository of structured organic reaction records. Task: describe an organic reaction: reactants, conditions, products, and yield Starting materials: Cc1ccc(C(C)C)cc1, Nc1ccccc1, O=[N+]([O-])c1ccccc1, O=C1CCCCC1, [Pd], O=S(=O)(O)O. Yields the product c1ccc(Nc2ccccc2)cc1. Reaction SMILES: [CH3:24][CH:25]([c:26]1[cH:27][cH:28][c:29]([CH3:30])[cH:31][cH:32]1)[CH3:33].[NH2:1][c:2]1[cH:3][cH:4][cH:5][cH:6][cH:7]1.[O-:8][N+:9](=[O:10])[c:11]1[cH:12][cH:13][cH:14][cH:15][cH:16]1.[O:17]=[C:18]1[CH2:19][CH2:20][CH2:21][CH2:22][CH2:23]1.[Pd:39].[S:34](=[O:35])(=[O:36])([OH:37])[OH:38]>>[NH:1]([c:2]1[cH:3][cH:4][cH:5][cH:6][cH:7]1)[c:11]1[cH:12][cH:13][cH:14][cH:15][cH:16]1. Starting materials: CCOC(=O)c1ncc2[nH]c3ccc(C(=O)OCc4ccccc4)cc3c2n1, CO, CN1CCCC1=O, Cl. Yields the product CCOC(=O)c1ncc2[nH]c3ccc(C(=O)O)cc3c2n1. RXN SMILES: [CH2:1]([CH3:2])[O:3][C:4](=[O:5])[c:6]1[n:7][cH:8][c:9]2[nH:10][c:11]3[cH:12][cH:13][c:14]([C:19](=[O:20])[O:21][CH2:22][c:23]4[cH:24][cH:25][cH:26][cH:27][cH:28]4)[cH:15][c:16]3[c:17]2[n:18]1.[CH3:29][OH:30].[CH3:32][N:33]1[CH2:34][CH2:35][CH2:36][C:37]1=[O:38].[ClH:31]>>[CH2:1]([CH3:2])[O:3][C:4](=[O:5])[c:6]1[n:7][cH:8][c:9]2[nH:10][c:11]3[cH:12][cH:13][c:14]([C:19](=[O:20])[OH:21])[cH:15][c:16]3[c:17]2[n:18]1.